From a dataset of the Open Reaction Database (ORD), a public repository of structured organic reaction records. describe an organic reaction: reactants, conditions, products, and yield Reactants: O=C1CCC(=O)N1Br, CN(C)C=O, OC1(c2nccs2)CCC2(CC1)OCCO2. The product is OC1(c2ncc(Br)s2)CCC2(CC1)OCCO2. RXN SMILES: [Br:17][N:18]1[C:19](=[O:20])[CH2:21][CH2:22][C:23]1=[O:24].[O:25]=[CH:26][N:27]([CH3:28])[CH3:29].[s:1]1[c:2]([C:6]2([OH:16])[CH2:7][CH2:8][C:9]3([O:10][CH2:11][CH2:12][O:13]3)[CH2:14][CH2:15]2)[n:3][cH:4][cH:5]1>>[s:1]1[c:2]([C:6]2([OH:16])[CH2:7][CH2:8][C:9]3([O:10][CH2:11][CH2:12][O:13]3)[CH2:14][CH2:15]2)[n:3][cH:4][c:5]1[Br:17]. Starting materials: [Al+3], [H-], [H-], [H-], [H-], [Li+], C1CCOC1, O=C(c1c(-c2ccccc2)[nH]c2ccccc12)C1CCCCN1. Yields the product c1ccc(-c2[nH]c3ccccc3c2CC2CCCCN2)cc1. As a reaction SMILES: [Al+3:25].[H-:24].[H-:27].[H-:28].[H-:29].[Li+:26].[O:30]1[CH2:31][CH2:32][CH2:33][CH2:34]1.[c:1]1(-[c:7]2[nH:8][c:9]3[cH:10][cH:11][cH:12][cH:13][c:14]3[c:15]2[C:16](=[O:17])[CH:18]2[NH:19][CH2:20][CH2:21][CH2:22][CH2:23]2)[cH:2][cH:3][cH:4][cH:5][cH:6]1>>[c:1]1(-[c:7]2[nH:8][c:9]3[cH:10][cH:11][cH:12][cH:13][c:14]3[c:15]2[CH2:16][CH:18]2[NH:19][CH2:20][CH2:21][CH2:22][CH2:23]2)[cH:2][cH:3][cH:4][cH:5][cH:6]1. Reactants: OS(=O)(=O)O.C1=CC=C2C(=C1)C3=NC4=NC(=NC5=C6C=CC=CC6=C([N-]5)N=C7C8=CC=CC=C8C(=N7)N=C2[N-]3)C9=CC=CC=C94.O=[V+2] (H2SO4 vanadyl phthalocyanine). Solvent: O (water). Product: C1=CC=C2C(=C1)C3=NC4=NC(=NC5=C6C=CC=CC6=C([N-]5)N=C7C8=CC=CC=C8C(=N7)N=C2[N-]3)C9=CC=CC=C94.O=[V+2] (vanadyl phthalocyanine). Reaction SMILES: OS(O)(=O)=O.[CH:6]1[CH:11]=[C:10]2[C:12]3[N-:39][C:38]([C:9]2=[CH:8][CH:7]=1)=[N:37][C:35]1=[N:36][C:28]([C:29]2[C:34]1=[CH:33][CH:32]=[CH:31][CH:30]=2)=[N:27][C:25]1[N-:26][C:18](=[C:19]2[C:24]=1[CH:23]=[CH:22][CH:21]=[CH:20]2)[N:17]=[C:16]1[C:40]2[C:45]([C:14](=[N:15]1)[N:13]=3)=[CH:44][CH:43]=[CH:42][CH:41]=2.[O:46]=[V+2:47]>O>[CH:32]1[CH:33]=[C:34]2[C:35]3[N-:36][C:28]([C:29]2=[CH:30][CH:31]=1)=[N:27][C:25]1=[N:26][C:18]([C:19]2[C:24]1=[CH:23][CH:22]=[CH:21][CH:20]=2)=[N:17][C:16]1[N-:15][C:14](=[C:45]2[C:40]=1[CH:41]=[CH:42][CH:43]=[CH:44]2)[N:13]=[C:12]1[C:10]2[C:9]([C:38](=[N:39]1)[N:37]=3)=[CH:8][CH:7]=[CH:6][CH:11]=2.[O:46]=[V+2:47] |f:0.1.2,4.5|. Procedure details: a dried, partially purified vanadly phthalocyanine pigment preparation phase comprising mixing the crude vanadyl phthalocyanine pigment with a solution of between about 60 percent and about 80 percent by weight of H2SO4 to form a H2SO4 -vanadyl phthalocyanine pigment mixture, diluting the H2SO4 -vanadyl phthalocyanine pigment mixture with deionized water to form a diluted mixture, separating the vanadyl phthalocyanine pigment, washing the isolated vanadyl phthalocyanine pigment particles, and dr... The reactants are C(C1=CC=CC=C1)#N (benzonitrile), C[O-].[Na+] (sodium methoxide), OO (hydrogen peroxide). The reagents and catalysts are [Cl-].C(CCC)[N+](CCCC)(CCCC)CCCC (tetra-n-butylammonium chloride). Solvent: CO (methanol). Yields the product C(C1=CC=CC=C1)(=O)N (benzamide). Isolated yield 96.0%. As a reaction SMILES: [C:1](#[N:8])[C:2]1[CH:7]=[CH:6][CH:5]=[CH:4][CH:3]=1.C[O-:10].[Na+].OO>[Cl-].C([N+](CCCC)(CCCC)CCCC)CCC.CO>[C:1]([NH2:8])(=[O:10])[C:2]1[CH:7]=[CH:6][CH:5]=[CH:4][CH:3]=1 |f:1.2,4.5|. Reported procedure: 103.1 Grams of benzonitrile (II-4), 9.51 g of sodium methoxide, 291.5 g of a 35% aqueous hydrogen peroxide solution and 2.78 g of tetra-n-butylammonium chloride were mixed in 309.3 g of methanol. After the completion of the reaction, the formed precipitate was filtered out and washed with water to obtain 116.3 g of benzamide (m.p.: 130° C.) (I-4) in a yield of 96%. The reactants are ClC1=C(C(=C(C(=N1)Cl)Cl)Cl)Cl (pentachloropyridine), P(=O)(O)([O-])[O-].[NH4+].[NH4+] (diammonium hydrogen phosphate). Reagents/catalysts: [Zn] (zinc). The product is ClC1=NC(=C(C=C1Cl)Cl)Cl (2,3,5,6-tetrachloropyridine). Isolated yield 94.1%. RXN SMILES: [Cl:1][C:2]1[N:7]=[C:6]([Cl:8])[C:5]([Cl:9])=[C:4](Cl)[C:3]=1[Cl:11].P([O-])([O-])(O)=O.[NH4+].[NH4+]>[Zn]>[Cl:8][C:6]1[C:5]([Cl:9])=[CH:4][C:3]([Cl:11])=[C:2]([Cl:1])[N:7]=1 |f:1.2.3|. Procedure details: On reaction of 12.76 g (0.05 mol) of pentachloropyridine with 4.1 g (0.063 gram atom) of zinc dust and 10.6 g (0.08 mol) of diammonium hydrogen phosphate using the method described in Example 1, there is obtained 10.2 g (93% of theory) of crude 2,3,5,6-tetrachloropyridine, which contains, according to gas-chromatographical analysis, 95.1% of 2,3,5,6-tetrachloropyridine, 0.8% of 2,3,5-trichloropyridine, 0.5% of 2,3,6-trichloropyridine and 3.6% of pentachloropyridine. Reactants: IC=1C=C(C=CC1)NC(CC1=CC=C(C=C1)OCCCCCCCCCCCCCC)=O (N-[3-iodophenyl)-4-(tetradecyloxy)benzeneacetamide), C[Sn](C=1SC=CN1)(C)C (2-(trimethylstannyl)thiazole). The reagents and catalysts are Cl[Pd]([P](C1=CC=CC=C1)(C2=CC=CC=C2)C3=CC=CC=C3)([P](C4=CC=CC=C4)(C5=CC=CC=C5)C6=CC=CC=C6)Cl (dichlorobis(triphenylphosphine)palladium). The solvent is O1CCCC1 (tetrahydrofuran). Yields the product C(CCCCCCCCCCCCC)OC1=CC=C(C=C1)CC(=O)NC1=CC(=CC=C1)C=1SC=CN1 (4-(Tetradecyloxy)-N-[3-(2-thiazolyl)phenyl]benzeneacetamide). Yield: 19.5%. As a reaction SMILES: I[C:2]1[CH:3]=[C:4]([NH:8][C:9](=[O:32])[CH2:10][C:11]2[CH:16]=[CH:15][C:14]([O:17][CH2:18][CH2:19][CH2:20][CH2:21][CH2:22][CH2:23][CH2:24][CH2:25][CH2:26][CH2:27][CH2:28][CH2:29][CH2:30][CH3:31])=[CH:13][CH:12]=2)[CH:5]=[CH:6][CH:7]=1.C[Sn](C)(C)[C:35]1[S:36][CH:37]=[CH:38][N:39]=1>O1CCCC1.Cl[Pd](Cl)([P](C1C=CC=CC=1)(C1C=CC=CC=1)C1C=CC=CC=1)[P](C1C=CC=CC=1)(C1C=CC=CC=1)C1C=CC=CC=1>[CH2:18]([O:17][C:14]1[CH:15]=[CH:16][C:11]([CH2:10][C:9]([NH:8][C:4]2[CH:5]=[CH:6][CH:7]=[C:2]([C:35]3[S:36][CH:37]=[CH:38][N:39]=3)[CH:3]=2)=[O:32])=[CH:12][CH:13]=1)[CH2:19][CH2:20][CH2:21][CH2:22][CH2:23][CH2:24][CH2:25][CH2:26][CH2:27][CH2:28][CH2:29][CH2:30][CH3:31] |^1:49,68|. Procedure: A mixture of 10 g of N-[3-iodophenyl)-4-(tetradecyloxy)benzeneacetamide, 4.96 g of 2-(trimethylstannyl)thiazole, and 638.62 mg of dichlorobis(triphenylphosphine)palladium (II) in 100 ml of tetrahydrofuran is refluxed under argon for 6 hours. The solvent is evaporated and the residue is partitioned between chloroform and 1N sodium hydroxide. The organic layer is dried and evaporated to a yellow solid residue. The residue is purified by chromatography on silica gel using chloroform. A total of 3.5...